Task: describe an organic reaction: reactants, conditions, products, and yield. Dataset: the Open Reaction Database (ORD), a public repository of structured organic reaction records Starting materials: CCOC(=O)C.O (EtOAc water), FC1=C(C=C(C=C1)C(C)NC(OC(C)(C)C)=O)[N+](=O)[O-] (Tert-butyl (1-(4-fluoro-3-nitrophenyl)ethyl)carbamate), [NH4+].[OH-] (NH4OH), [NH4+].[OH-] (NH4OH). Run in C1CCOC1 (THF). Reaction conditions: temperature 150 celsius. Yields the product NC1=C(C=C(C=C1)C(C)NC(OC(C)(C)C)=O)[N+](=O)[O-] (tert-butyl (1-(4-amino-3-nitrophenyl)ethyl)carbamate). The yield is 76.4%. RXN SMILES: F[C:2]1[CH:7]=[CH:6][C:5]([CH:8]([NH:10][C:11](=[O:17])[O:12][C:13]([CH3:16])([CH3:15])[CH3:14])[CH3:9])=[CH:4][C:3]=1[N+:18]([O-:20])=[O:19].[NH4+:21].[OH-].CCOC(C)=O.O>C1COCC1>[NH2:21][C:2]1[CH:7]=[CH:6][C:5]([CH:8]([NH:10][C:11](=[O:17])[O:12][C:13]([CH3:16])([CH3:15])[CH3:14])[CH3:9])=[CH:4][C:3]=1[N+:18]([O-:20])=[O:19] |f:1.2,3.4|. Reported procedure: Tert-butyl (1-(4-fluoro-3-nitrophenyl)ethyl)carbamate (500 g, 1.75 mmol) was stirred in THF (2 ml). NH4OH (0.978 ml, 7.0 mmol) was added and the reaction mixture was heated at 150° C. for 30 minutes using microwave (Biotage Initiator). NH4OH (0.6 00 ml) was added and then heated at 180° C. After cooling to room temperature, the reaction mixture was poured into EtOAc/water. The organic layer was washed with brine, dried over MgSO4 and evaporated. The resulting material was purified by flash chrom...